Dataset: the Open Reaction Database (ORD), a public repository of structured organic reaction records. Task: describe an organic reaction: reactants, conditions, products, and yield The product is COC(C1=CC=C(C=C1)NC(=O)NC1=CC=2C(CCC(C2C=C1)N(C)C1CC1)(C)C)=O (4-{3-[5-(Cyclopropyl-methyl-amino)-8,8-dimethyl-5,6,7,8-tetrahydro-naphthalen-2-yl]-ureido}-benzoic acid methyl ester). RXN SMILES: [CH:1]1([N:4]([CH3:28])[CH:5]2[CH2:14][CH2:13][C:12]([CH3:16])([CH3:15])[C:11]3[CH:10]=[C:9]([NH:17][C:18]([NH:20][C:21]4[CH:26]=[CH:25][C:24](I)=[CH:23][CH:22]=4)=[O:19])[CH:8]=[CH:7][C:6]2=3)[CH2:3][CH2:2]1.C1(P(C2C=CC=CC=2)CCCP(C2C=CC=CC=2)C2C=CC=CC=2)C=CC=CC=1.CN(C)[CH:60]=[O:61].[CH3:63][OH:64]>CCCCCC.C([O-])(=O)C.[Pd+2].C([O-])(=O)C.C(OCC)(=O)C.C(N(CC)CC)C>[CH3:63][O:64][C:60](=[O:61])[C:24]1[CH:25]=[CH:26][C:21]([NH:20][C:18]([NH:17][C:9]2[CH:8]=[CH:7][C:6]3[CH:5]([N:4]([CH:1]4[CH2:3][CH2:2]4)[CH3:28])[CH2:14][CH2:13][C:12]([CH3:16])([CH3:15])[C:11]=3[CH:10]=2)=[O:19])=[CH:22][CH:23]=1 |f:5.6.7|. Procedure: Following General Procedure E and using 1-[5-(cyclopropyl-methyl-amino)-8,8-dimethyl-5,6,7,8-tetrahydro-naphthalen-2-yl]-3-(4-iodo-phenyl)-urea (Intermediate 58, 0.13 g, 0.267 mmol), palladium acetate (0.02 g, 0.09 mmol), 1,3-bis(diphenylphosphino)propane (0.042 g, 0.101 mmol), N,N-dimethylformamide (3 mL), methanol (3 mL) and triethyl amine (1 mL) followed by flash column chromatography over silica gel (230–400 mesh) using 30–40% ethyl acetate in hexane as the eluent the title compound was obta... The reagents and catalysts are C(C)(=O)[O-].[Pd+2].C(C)(=O)[O-] (palladium acetate). The solvent is C(C)(=O)OCC (ethyl acetate), C(C)N(CC)CC (triethyl amine), CCCCCC (hexane). Reactants: C1(CC1)N(C1C=2C=CC(=CC2C(CC1)(C)C)NC(=O)NC1=CC=C(C=C1)I)C (1-[5-(cyclopropyl-methyl-amino)-8,8-dimethyl-5,6,7,8-tetrahydro-naphthalen-2-yl]-3-(4-iodo-phenyl)-urea), CO (methanol), CN(C=O)C (N,N-dimethylformamide), C1(CC1)N(C1C=2C=CC(=CC2C(CC1)(C)C)NC(=O)NC1=CC=C(C=C1)I)C (1-[5-(cyclopropyl-methyl-amino)-8,8-dimethyl-5,6,7,8-tetrahydro-naphthalen-2-yl]-3-(4-iodo-phenyl)-urea), C1(=CC=CC=C1)P(CCCP(C1=CC=CC=C1)C1=CC=CC=C1)C1=CC=CC=C1 (1,3-bis(diphenylphosphino)propane). Starting materials: [Br-].OC1=C(C=C(C=C1)CO)[C@H](CC[N+](C)(C(C)C)C(C)C)C1=CC=CC=C1 ((3R)-3-[2-hydroxy-5-(hydroxymethyl)phenyl]-N,N-diisopropyl-N-methyl-3-phenylpropan-1-aminium bromide), C(C(C)C)(=O)Br (isobutyryl bromide). Product: [Br-].C(C(C)C)(=O)OC1=C(C=C(C=C1)CO)[C@H](CC[N+](C)(C(C)C)C(C)C)C1=CC=CC=C1 ((3R)-3-[2-(Isobutyryloxy)-5-hydroxymethylphenyl]-N,N-diisopropyl-N-methyl-3-phenylpropan-1-aminium bromide). As a reaction SMILES: [Br-].[OH:2][C:3]1[CH:8]=[CH:7][C:6]([CH2:9][OH:10])=[CH:5][C:4]=1[C@@H:11]([C:22]1[CH:27]=[CH:26][CH:25]=[CH:24][CH:23]=1)[CH2:12][CH2:13][N+:14]([CH:19]([CH3:21])[CH3:20])([CH:16]([CH3:18])[CH3:17])[CH3:15].[C:28]([Br:33])(=[O:32])[CH:29]([CH3:31])[CH3:30]>>[Br-:33].[C:28]([O:2][C:3]1[CH:8]=[CH:7][C:6]([CH2:9][OH:10])=[CH:5][C:4]=1[C@@H:11]([C:22]1[CH:23]=[CH:24][CH:25]=[CH:26][CH:27]=1)[CH2:12][CH2:13][N+:14]([CH:19]([CH3:20])[CH3:21])([CH:16]([CH3:17])[CH3:18])[CH3:15])(=[O:32])[CH:29]([CH3:31])[CH3:30] |f:0.1,3.4|. Procedure details: (3R)-3-[2-hydroxy-5-(hydroxymethyl)phenyl]-N,N-diisopropyl-N-methyl-3-phenylpropan-1-aminium bromide is acylated with isobutyryl bromide to give the title compound.